This data is from the Open Reaction Database (ORD), a public repository of structured organic reaction records. The task is: describe an organic reaction: reactants, conditions, products, and yield Reactants: CCOc1cc(CO)ccc1OCCBr, CCOC(C)=O, CC(C)=O, NCc1ccccc1. Yields the product CCOc1cc(CO)ccc1OCCNCc1ccccc1. RXN SMILES: [CH2:1]([CH3:2])[O:3][c:4]1[cH:5][c:6]([CH2:7][OH:8])[cH:9][cH:10][c:11]1[O:12][CH2:13][CH2:14][Br:15].[CH3:24][CH2:25][O:26][C:27](=[O:28])[CH3:29].[CH3:30][C:31](=[O:32])[CH3:33].[NH2:16][CH2:17][c:18]1[cH:19][cH:20][cH:21][cH:22][cH:23]1>>[CH2:1]([CH3:2])[O:3][c:4]1[cH:5][c:6]([CH2:7][OH:8])[cH:9][cH:10][c:11]1[O:12][CH2:13][CH2:14][NH:16][CH2:17][c:18]1[cH:19][cH:20][cH:21][cH:22][cH:23]1.